From a dataset of the Open Reaction Database (ORD), a public repository of structured organic reaction records. describe an organic reaction: reactants, conditions, products, and yield The reactants are C1(CC1)OC=1C=C(C=CC1OC(F)F)C1=C(C2=C(C=NN(C2=O)COCC[Si](C)(C)C)N1COCC[Si](C)(C)C)C=O (2-(3-cyclopropoxy-4-difluoromethoxyphenyl)-3-formyl-1,5-bis(2-trimethylsilylethoxymethyl)-1,5-dihydropyrrolo[2,3-d]pyridazin-4-one), 27w, CC(C#C[Mg]Br)C (3-methyl-1-butynyl magnesium bromide), C(C)[Mg]Br (ethyl magnesium bromide), CC(C#C)C (3-methyl-1-butyne), C(#C)[Mg]Br (ethynyl magnesium bromide). Solvent: C1(=CC=CC=C1)C (toluene). Product: C1(CC1)OC=1C=C(C=CC1OC(F)F)C1=C(C2=C(C=NN(C2=O)COCC[Si](C)(C)C)N1COCC[Si](C)(C)C)C(C#CC(C)C)O (2-(3-Cyclopropoxy-4-difluoromethoxyphenyl)-3-(1-hydroxy-4-methyl-2-pentynyl)-1,5-bis(2-trimethylsilylethoxymethyl)-1,5-dihydropyrrolo[2,3-d]pyridazin-4-one). Isolated yield 67.0%. Reaction SMILES: [CH:1]1([O:4][C:5]2[CH:6]=[C:7]([C:15]3[N:32]([CH2:33][O:34][CH2:35][CH2:36][Si:37]([CH3:40])([CH3:39])[CH3:38])[C:18]4[CH:19]=[N:20][N:21]([CH2:24][O:25][CH2:26][CH2:27][Si:28]([CH3:31])([CH3:30])[CH3:29])[C:22](=[O:23])[C:17]=4[C:16]=3[CH:41]=[O:42])[CH:8]=[CH:9][C:10]=2[O:11][CH:12]([F:14])[F:13])[CH2:3][CH2:2]1.[CH3:43][CH:44]([CH3:49])[C:45]#[C:46][Mg]Br.C([Mg]Br)C.CC(C)C#C.C([Mg]Br)#C>C1(C)C=CC=CC=1>[CH:1]1([O:4][C:5]2[CH:6]=[C:7]([C:15]3[N:32]([CH2:33][O:34][CH2:35][CH2:36][Si:37]([CH3:40])([CH3:39])[CH3:38])[C:18]4[CH:19]=[N:20][N:21]([CH2:24][O:25][CH2:26][CH2:27][Si:28]([CH3:31])([CH3:29])[CH3:30])[C:22](=[O:23])[C:17]=4[C:16]=3[CH:41]([OH:42])[C:46]#[C:45][CH:44]([CH3:49])[CH3:43])[CH:8]=[CH:9][C:10]=2[O:11][CH:12]([F:13])[F:14])[CH2:2][CH2:3]1. Reported procedure: Reaction and post treatment were carried out in the same manner as in Example 71-(a) except for using 1.74 g (2.80 mmol) of 2-(3-cyclopropoxy-4-difluoromethoxyphenyl)-3-formyl-1,5-bis(2-trimethylsilylethoxymethyl)-1,5-dihydropyrrolo[2,3-d]pyridazin-4-one obtained in the same manner as in Example 15-(a), and using 6 ml of toluene solution containing 27w % 27 wt % 3-methyl-1-butynyl magnesium bromide prepared from ethyl magnesium bromide and 3-methyl-1-butyne in place of tetrahydrofuran solution c... The reactants are CCCCCCCCCCCCCCCCCCOCC(CO)OC, O=C=NCCCl, CC(Cl)Cl. Yields the product CCCCCCCCCCCCCCCCCCOCC(COC(=O)NCCCl)OC. RXN SMILES: [CH3:1][O:2][CH:3]([CH2:4][O:5][CH2:6][CH2:7][CH2:8][CH2:9][CH2:10][CH2:11][CH2:12][CH2:13][CH2:14][CH2:15][CH2:16][CH2:17][CH2:18][CH2:19][CH2:20][CH2:21][CH2:22][CH3:23])[CH2:24][OH:25].[Cl:26][CH2:27][CH2:28][N:29]=[C:30]=[O:31].[Cl:32][CH:33]([Cl:34])[CH3:35]>>[CH3:1][O:2][CH:3]([CH2:4][O:5][CH2:6][CH2:7][CH2:8][CH2:9][CH2:10][CH2:11][CH2:12][CH2:13][CH2:14][CH2:15][CH2:16][CH2:17][CH2:18][CH2:19][CH2:20][CH2:21][CH2:22][CH3:23])[CH2:24][O:25][C:30]([NH:29][CH2:28][CH2:27][Cl:26])=[O:31]. The reactants are C1(=CC=CC=C1)CN1CCC(CC1)CCC1=NOC2=C1C=CC1=C2CC(N1)=O (6,8-Dihydro-3-[2-[1-(phenylmethyl)-4-piperidinyl]-ethyl]-7H-pyrrolo[5,4-g]-1,2-benzisoxazol-7-one), N1=CC=CC=C1 (pyridine). Run in CN(C)C=O (DMF). Yields the product CC1=NOC2=C1C=CC1=C2CC(N1)=O (6,8-Dihydro-3-methyl-7H-pyrrolo[5,4-g]-1,2-benzisoxazol-7-one). The yield is 33.9%. Reaction SMILES: C1(CN2CCC(C[CH2:15][C:16]3[C:20]4[CH:21]=[CH:22][C:23]5[NH:27][C:26](=[O:28])[CH2:25][C:24]=5[C:19]=4[O:18][N:17]=3)CC2)C=CC=CC=1.N1C=CC=CC=1>CN(C=O)C>[CH3:15][C:16]1[C:20]2[CH:21]=[CH:22][C:23]3[NH:27][C:26](=[O:28])[CH2:25][C:24]=3[C:19]=2[O:18][N:17]=1. Procedure: The procedure described in Example 33d was followed with the oxime acetate obtained in step c (0.334 g, 1.35 mmol) and pyridine (0.55 mL, 6.75 mmol) in DMF (25 mL). After work-up, the residue was purified by silica gel flash chromatography (50→75% EtOAc-hexanes) to give the title compound (0.086 g, 34%) as a white solid. Reactants: CC1=C(C=CC=C1)C(C(=O)O)NC(=O)NC1=CC=C(C=C1)Cl (2-(2-methylphenyl)-2-(4-chlorophenylaminocarbonylamino)-acetic acid), CN(C1=CC=NC=C1)C1=CC=C(C=C1)N (4-(N-methyl-N-pyridin-4-yl-amino)phenylamine), C(CCl)Cl (EDC). The solvent is CN(C)C=O (DMF). Conditions: time 8 hour. The product is CN(C1=CC=NC=C1)C1=CC=C(C=C1)NC(C(NC(=O)NC1=CC=C(C=C1)Cl)C1=C(C=CC=C1)C)=O (N-[4-(N-methyl-N-pyridin-4-yl-amino)phenyl]-2-(2-methylphenyl)-2-(4-chlorophenylaminocarbonylamino)-acetamide). The yield is 32.9%. As a reaction SMILES: [CH3:1][C:2]1[CH:7]=[CH:6][CH:5]=[CH:4][C:3]=1[CH:8]([NH:12][C:13]([NH:15][C:16]1[CH:21]=[CH:20][C:19]([Cl:22])=[CH:18][CH:17]=1)=[O:14])[C:9]([OH:11])=O.[CH3:23][N:24]([C:31]1[CH:36]=[CH:35][C:34]([NH2:37])=[CH:33][CH:32]=1)[C:25]1[CH:30]=[CH:29][N:28]=[CH:27][CH:26]=1.C(Cl)CCl>CN(C=O)C>[CH3:23][N:24]([C:31]1[CH:36]=[CH:35][C:34]([NH:37][C:9](=[O:11])[CH:8]([C:3]2[CH:4]=[CH:5][CH:6]=[CH:7][C:2]=2[CH3:1])[NH:12][C:13]([NH:15][C:16]2[CH:21]=[CH:20][C:19]([Cl:22])=[CH:18][CH:17]=2)=[O:14])=[CH:33][CH:32]=1)[C:25]1[CH:26]=[CH:27][N:28]=[CH:29][CH:30]=1. Reported procedure: To a solution of 2-(2-methylphenyl)-2-(4-chlorophenylaminocarbonylamino)-acetic acid (53 mg, 0.17 mmol) and 4-(N-methyl-N-pyridin-4-yl-amino)phenylamine (47 mg, 0.24 mmol) in DMF (3 mL), EDC (73 mg, 0.38 mmol) was added. The reaction mixture was stirred at room temperature overnight. It was then concentrated in vacuo. The residue was purified by HPLC to give the titled compound as a white powder (28 mg). MS 500.2 and 502.2 (M+H, Cl pattern). Reactants: C([O-])([O-])=O.[Cs+].[Cs+] (Cesium carbonate), C1(=CC=CC=C1)C=1C(OCC1)=O (3-phenyl-2(5H)-furanone), ClCN1S(=O)(=O)C2=CC(=CC(=C2C1=O)C(C)C)OC (2-Chloromethyl-4-isopropyl-6-methoxysaccharin). Run in CO (methanol), CN(C=O)C (dimethylformamide), CO (methanol). Reaction conditions: time 1 hour. Yields the product O=C1OCC(=C1C1=CC=CC=C1)OCN1S(=O)(=O)C2=CC(=CC(=C2C1=O)C(C)C)OC (2-(2,5-dihydro-2-oxo-3-phenylfuran-4-yl)oxymethyl-4-isopropyl-6-methoxysaccharin). Isolated yield 20.0%. As a reaction SMILES: C(=O)([O-])[O-:2].[Cs+].[Cs+].[C:7]1([C:13]2[C:14](=[O:18])[O:15][CH2:16][CH:17]=2)[CH:12]=[CH:11][CH:10]=[CH:9][CH:8]=1.Cl[CH2:20][N:21]1[C:31](=[O:32])[C:30]2[C:25](=[CH:26][C:27]([O:36][CH3:37])=[CH:28][C:29]=2[CH:33]([CH3:35])[CH3:34])[S:22]1(=[O:24])=[O:23]>CO.CN(C)C=O>[O:18]=[C:14]1[C:13]([C:7]2[CH:8]=[CH:9][CH:10]=[CH:11][CH:12]=2)=[C:17]([O:2][CH2:20][N:21]2[C:31](=[O:32])[C:30]3[C:25](=[CH:26][C:27]([O:36][CH3:37])=[CH:28][C:29]=3[CH:33]([CH3:35])[CH3:34])[S:22]2(=[O:24])=[O:23])[CH2:16][O:15]1 |f:0.1.2|. Procedure details: Cesium carbonate (0.82 g) was added to a solution of 3-phenyl-2(5H)-furanone (0.88 g) in methanol (15 mL) and the mixture was stirred at room temperature for one hour and stripped of methanol. 2-Chloromethyl-4-isopropyl-6-methoxysaccharin (1.52 g) was added to a solution of the residue in dimethylformamide (15 mL) and the mixture was stirred at room temperature for two days. Silica gel (4.4 g) was added, volatiles were removed under vacuum, and the solid was subjected to flash chromatography on ... The reactants are CC1=CC2=C(CN(CCC2O)C)O1 (2,7-dimethy-5,6,7,8-tetrahydro-4H-furo[2,3-c]azepin-4-ol), BrC=1C(=C(C=CC1)F)Cl (3-bromo-2-chloro-1-fluorobenzene). Yields the product Cl.BrC=1C(=C(C=CC1)OC1C2=C(CN(CC1)C)OC(=C2)C)Cl (4-(3-Bromo-2-chlorophenyloxy)-2,7-dimethyl-5,6,7,8-tetrahydro-4H-furo[2,3-c]azepine hydrochloride). As a reaction SMILES: [CH3:1][C:2]1[O:13][C:5]2[CH2:6][N:7]([CH3:12])[CH2:8][CH2:9][CH:10]([OH:11])[C:4]=2[CH:3]=1.[Br:14][C:15]1[C:16]([Cl:22])=[C:17](F)[CH:18]=[CH:19][CH:20]=1>>[ClH:22].[Br:14][C:15]1[C:16]([Cl:22])=[C:17]([O:11][CH:10]2[CH2:9][CH2:8][N:7]([CH3:12])[CH2:6][C:5]3[O:13][C:2]([CH3:1])=[CH:3][C:4]2=3)[CH:18]=[CH:19][CH:20]=1 |f:2.3|. Reported procedure: The same method as in Example 3 was conducted using 2,7-dimethy-5,6,7,8-tetrahydro-4H-furo[2,3-c]azepin-4-ol (Reference Example 20) instead of 6-methyl-4,5,6,7-tetrahydrothieno[2,3-c]pyridin-4-ol (Reference Example 6) and was conducted using 3-bromo-2-chloro-1-fluorobenzene instead of 1,3-difluorobenzene to give the objective compound. Procedure: A mixture of 2-chloro-4-((cyclopropylmethoxy)methyl)-6-(1-ethoxyvinyl)pyrimidine (88 mg, 0.33 mmol), 3-methoxy-4-(4-methyl-1H-imidazol-1-yl)aniline (67 mg, 0.33 mmol), cesium carbonate (213 mg, 0.65 mmol), palladium acetate (11 mg, 0.05 mmol) and 2-(dicyclohexylphosphino)biphenyl (17 mg, 0.05 mmol) in dioxane (2 mL) were heated under argon atmosphere at 120° C. for 90 minutes in microwave reactor. The mixture was filtered through a short silica plug which was washed with 10% MeOH in EtOAc. The s... Run in O1CCOCC1 (dioxane). Product: C1(CC1)COCC1=NC(=NC(=C1)C(=C)OCC)NC1=CC(=C(C=C1)N1C=NC(=C1)C)OC (4-((Cyclopropylmethoxy)methyl)-6-(1-ethoxyvinyl)-N-(3-methoxy-4-(4-methyl-1H-imidazol-1-yl)phenyl)pyrimidin-2-amine). Run at temperature 120 celsius. Reaction SMILES: Cl[C:2]1[N:7]=[C:6]([CH2:8][O:9][CH2:10][CH:11]2[CH2:13][CH2:12]2)[CH:5]=[C:4]([C:14]([O:16][CH2:17][CH3:18])=[CH2:15])[N:3]=1.[CH3:19][O:20][C:21]1[CH:22]=[C:23]([CH:25]=[CH:26][C:27]=1[N:28]1[CH:32]=[C:31]([CH3:33])[N:30]=[CH:29]1)[NH2:24].C(=O)([O-])[O-].[Cs+].[Cs+].C1(P(C2CCCCC2)C2C=CC=CC=2C2C=CC=CC=2)CCCCC1>O1CCOCC1.C([O-])(=O)C.[Pd+2].C([O-])(=O)C>[CH:11]1([CH2:10][O:9][CH2:8][C:6]2[CH:5]=[C:4]([C:14]([O:16][CH2:17][CH3:18])=[CH2:15])[N:3]=[C:2]([NH:24][C:23]3[CH:25]=[CH:26][C:27]([N:28]4[CH:32]=[C:31]([CH3:33])[N:30]=[CH:29]4)=[C:21]([O:20][CH3:19])[CH:22]=3)[N:7]=2)[CH2:13][CH2:12]1 |f:2.3.4,7.8.9|. The reactants are ClC1=NC(=CC(=N1)COCC1CC1)C(=C)OCC (2-chloro-4-((cyclopropylmethoxy)methyl)-6-(1-ethoxyvinyl)pyrimidine), COC=1C=C(N)C=CC1N1C=NC(=C1)C (3-methoxy-4-(4-methyl-1H-imidazol-1-yl)aniline), C([O-])([O-])=O.[Cs+].[Cs+] (cesium carbonate), C1(CCCCC1)P(C1=C(C=CC=C1)C1=CC=CC=C1)C1CCCCC1 (2-(dicyclohexylphosphino)biphenyl). The yield is 68.2%. The reagents and catalysts are C(C)(=O)[O-].[Pd+2].C(C)(=O)[O-] (palladium acetate). The reactants are CS(C)=O, CCN(C(C)C)C(C)C, Fc1ccc(-c2csc(N3CCNCC3)n2)c(F)c1, O, O=C(Nc1cccnc1)OCC(Cl)(Cl)Cl. The product is O=C(Nc1cccnc1)N1CCN(c2nc(-c3ccc(F)cc3F)cs2)CC1. As a reaction SMILES: [CH3:45][S:46](=[O:47])[CH3:48].[CH:35]([N:36]([CH:37]([CH3:38])[CH3:39])[CH2:40][CH3:41])([CH3:42])[CH3:43].[F:16][c:17]1[c:18](-[c:24]2[n:25][c:26]([N:29]3[CH2:30][CH2:31][NH:32][CH2:33][CH2:34]3)[s:27][cH:28]2)[cH:19][cH:20][c:21]([F:23])[cH:22]1.[OH2:44].[n:1]1[cH:2][c:3]([NH:7][C:8]([O:9][CH2:10][C:11]([Cl:12])([Cl:13])[Cl:14])=[O:15])[cH:4][cH:5][cH:6]1>>[n:1]1[cH:2][c:3]([NH:7][C:8](=[O:15])[N:32]2[CH2:31][CH2:30][N:29]([c:26]3[n:25][c:24](-[c:18]4[c:17]([F:16])[cH:22][c:21]([F:23])[cH:20][cH:19]4)[cH:28][s:27]3)[CH2:34][CH2:33]2)[cH:4][cH:5][cH:6]1.